From a dataset of the Open Reaction Database (ORD), a public repository of structured organic reaction records. describe an organic reaction: reactants, conditions, products, and yield The reactants are ClC1=C2C=CC(=NC2=NC=C1)C(F)(F)F (5-Chloro-2-trifluoromethyl[1,8]naphthyridine), CC1(COB(OC1)C=1C=CC(=C(C1)C=1C(=CC(=CC1)F)C#N)F)C (5′-(5,5-dimethyl-[1,3,2]dioxaborinan-2-yl)-4,2′-difluorobiphenyl-2-carbonitrile). Product: FC=1C=C(C(=CC1)C1=C(C=CC(=C1)C1=CC=NC2=NC(=CC=C12)C(F)(F)F)F)C#N (4,2′-difluoro-5′-(7-trifluoromethyl-[1,8]naphthyridin-4-yl)biphenyl-2-carbonitrile). Isolated yield 14.4%. As a reaction SMILES: Cl[C:2]1[CH:11]=[CH:10][N:9]=[C:8]2[C:3]=1[CH:4]=[CH:5][C:6]([C:12]([F:15])([F:14])[F:13])=[N:7]2.CC1(C)COB([C:23]2[CH:24]=[CH:25][C:26]([F:38])=[C:27]([C:29]3[C:30]([C:36]#[N:37])=[CH:31][C:32]([F:35])=[CH:33][CH:34]=3)[CH:28]=2)OC1>>[F:35][C:32]1[CH:31]=[C:30]([C:36]#[N:37])[C:29]([C:27]2[CH:28]=[C:23]([C:2]3[C:3]4[C:8](=[N:7][C:6]([C:12]([F:15])([F:14])[F:13])=[CH:5][CH:4]=4)[N:9]=[CH:10][CH:11]=3)[CH:24]=[CH:25][C:26]=2[F:38])=[CH:34][CH:33]=1. Procedure: 5-Chloro-2-trifluoromethyl[1,8]naphthyridine (50 mg, 0.22 mmol) was coupled to 5′-(5,5-dimethyl-[1,3,2]dioxaborinan-2-yl)-4,2′-difluorobiphenyl-2-carbonitrile (77 mg, 0.24 mmol) as described in Example 7 part g), affording 4,2′-difluoro-5′-(7-trifluoromethyl-[1,8]naphthyridin-4-yl)biphenyl-2-carbonitrile (13 mg, 14%). δH (400 MHz, CDCl3) 7.41-7.49 (2H, m), 7.54-7.63 (5H, m), 7.88 (1H, d, J 9.0), 8.68 (1H, d, J 8.2), 9.29 (1H, d, J 4.3). m/z (ES+) 412 [MH]+.